Dataset: the Open Reaction Database (ORD), a public repository of structured organic reaction records. Task: describe an organic reaction: reactants, conditions, products, and yield Starting materials: C(C)(C)N(C(C)C)CC (N,N-diisopropylethylamine), C(C)(=O)OC(C)=O (acetic anhydride), C(C)(C)N(C(C)C)CC (N,N-diisopropylethylamine), C(C)(=O)OC(C)=O (acetic anhydride), C(C)(=O)O.C(C)(=O)O.IC1=CC=CC=C1 (iodobenzene diacetate), C(C)(=O)O.C(C)(=O)O.IC1=CC=CC=C1 (Iodobenzene diacetate), C(C1=CC=CC=C1)OC(=O)N[C@@H]1C(N(CC1)[C@@H]1[C@@H](C[C@@H](CC1)NC(=O)OC(C)(C)C)C(=O)N)=O ((1R,2S,5R)-2-((S)-3-(benzyloxycarbonylamino)-2-oxopyrrolidin-1-yl)-5-(tert-butoxycarbonylamino)cyclohexanecarboxamide), water ice. The solvent is C(C)#N (acetonitrile). Run at temperature 0 celsius. Yields the product C(C)(=O)N[C@@H]1C[C@@H](CC[C@@H]1N1C([C@H](CC1)NC(=O)OCC1=CC=CC=C1)=O)NC(OC(C)(C)C)=O (tert-butyl (1R,3R,4S)-3-acetamido-4-((S)-3-(benzyloxycarbonylamino)-2-oxopyrrolidin-1-yl)cyclohexylcarbamate). The yield is 84.0%. As a reaction SMILES: [CH2:1]([O:8][C:9]([NH:11][C@H:12]1[CH2:16][CH2:15][N:14]([C@H:17]2[CH2:22][CH2:21][C@@H:20]([NH:23][C:24]([O:26][C:27]([CH3:30])([CH3:29])[CH3:28])=[O:25])[CH2:19][C@H:18]2C(N)=O)[C:13]1=[O:34])=[O:10])[C:2]1[CH:7]=[CH:6][CH:5]=[CH:4][CH:3]=1.[C:35]([OH:38])(=O)[CH3:36].C(O)(=O)C.IC1C=CC=CC=1.C([N:53](CC)C(C)C)(C)C.C(OC(=O)C)(=O)C>C(#N)C>[C:35]([NH:53][C@H:18]1[C@@H:17]([N:14]2[CH2:15][CH2:16][C@H:12]([NH:11][C:9]([O:8][CH2:1][C:2]3[CH:7]=[CH:6][CH:5]=[CH:4][CH:3]=3)=[O:10])[C:13]2=[O:34])[CH2:22][CH2:21][C@@H:20]([NH:23][C:24](=[O:25])[O:26][C:27]([CH3:29])([CH3:30])[CH3:28])[CH2:19]1)(=[O:38])[CH3:36] |f:1.2.3|. Reported procedure: The reaction was run in three equal portions and combined for aqueous workup. A 5 L, 3-necked round bottom flask was charged with (1R,2S,5R)-2-((S)-3-(benzyloxycarbonylamino)-2-oxopyrrolidin-1-yl)-5-(tert-butoxycarbonylamino)cyclohexanecarboxamide (25.3 g, 53 mmol), acetonitrile (1.9 L), and 2.6 L of water/ice. The mixture was stirred and cooled to 0° C. Iodobenzene diacetate (25.77 g, 80 mmol) was added and the reaction was stirred for 2 h; another 0.5 eq of iodobenzene diacetate was added. The... Starting materials: ClCCl, O=[N+]([O-])c1ccc(S(=O)(=O)Cl)cc1, O=[N+]([O-])c1ccc(CCO)cc1, O. Yields the product O=[N+]([O-])c1ccc(CCOS(=O)(=O)c2ccc([N+](=O)[O-])cc2)cc1. Reaction SMILES: [Cl:27][CH2:28][Cl:29].[N+:13](=[O:14])([O-:15])[c:16]1[cH:17][cH:18][c:19]([S:22](=[O:23])(=[O:24])[Cl:25])[cH:20][cH:21]1.[N+:1](=[O:2])([O-:3])[c:4]1[cH:5][cH:6][c:7]([CH2:10][CH2:11][OH:12])[cH:8][cH:9]1.[OH2:26]>>[N+:1](=[O:2])([O-:3])[c:4]1[cH:5][cH:6][c:7]([CH2:10][CH2:11][O:12][S:22]([c:19]2[cH:18][cH:17][c:16]([N+:13](=[O:14])[O-:15])[cH:21][cH:20]2)(=[O:23])=[O:24])[cH:8][cH:9]1. Reactants: C(CCC)C1=NC2=C(N1CC1=CC=C(C=C1)C=1C(=CC=CC1)C(=O)OC(C)(C)C)C=CC(=C2)N(C(=O)NC)CCCCC (tert.butyl 4'-[(2-n-butyl-5-(N-methylaminocarbonyl-n-pentylamino)-benzimidazol-1-yl)-methyl]biphenyl-2-carboxylate), FC(C(=O)O)(F)F (trifluoroacetic acid). Yields the product C(CCC)C1=NC2=C(N1CC1=CC=C(C=C1)C=1C(=CC=CC1)C(=O)O)C=CC(=C2)N(C(=O)NC)CCCCC (4'-[(2-n-Butyl-5-(N-methylaminocarbonyl-n-pentylamino)-benzimidazol-1-yl)-methyl]biphenyl-2-carboxylic acid). Reaction SMILES: [CH2:1]([C:5]1[N:9]([CH2:10][C:11]2[CH:16]=[CH:15][C:14]([C:17]3[C:18]([C:23]([O:25]C(C)(C)C)=[O:24])=[CH:19][CH:20]=[CH:21][CH:22]=3)=[CH:13][CH:12]=2)[C:8]2[CH:30]=[CH:31][C:32]([N:34]([CH2:39][CH2:40][CH2:41][CH2:42][CH3:43])[C:35]([NH:37][CH3:38])=[O:36])=[CH:33][C:7]=2[N:6]=1)[CH2:2][CH2:3][CH3:4].FC(F)(F)C(O)=O>>[CH2:1]([C:5]1[N:9]([CH2:10][C:11]2[CH:16]=[CH:15][C:14]([C:17]3[C:18]([C:23]([OH:25])=[O:24])=[CH:19][CH:20]=[CH:21][CH:22]=3)=[CH:13][CH:12]=2)[C:8]2[CH:30]=[CH:31][C:32]([N:34]([CH2:39][CH2:40][CH2:41][CH2:42][CH3:43])[C:35]([NH:37][CH3:38])=[O:36])=[CH:33][C:7]=2[N:6]=1)[CH2:2][CH2:3][CH3:4]. Reported procedure: Prepared in analogous manner to Example 9 from tert.butyl 4'-[(2-n-butyl-5-(N-methylaminocarbonyl-n-pentylamino)-benzimidazol-1-yl)-methyl]biphenyl-2-carboxylate and trifluoroacetic acid. Starting materials: S(O)(O)(=O)=O (sulphuric acid), C(#N)C1=CC=C(C(=O)Cl)C=C1 (4-cyanobenzoyl chloride), N1[C@H](C(=O)O)CCC1 (L-proline), S(=O)(=O)([O-])[O-].C[N+](C)(C)C.C[N+](C)(C)C (tetramethylammonium sulphate), C(O)([O-])=O.[Na+] (sodium hydrogen carbonate). Run in ClCCl (dichloromethane). Yields the product C(#N)C1=CC=C(C(=O)N2[C@H](C(=O)O)CCC2)C=C1 (1-(p-cyanobenzoyl)-L-proline). Isolated yield 50.5%. As a reaction SMILES: [C:1]([C:3]1[CH:11]=[CH:10][C:6]([C:7](Cl)=[O:8])=[CH:5][CH:4]=1)#[N:2].[NH:12]1[CH2:19][CH2:18][CH2:17][C@H:13]1[C:14]([OH:16])=[O:15].S([O-])([O-])(=O)=O.C[N+](C)(C)C.C[N+](C)(C)C.C(=O)([O-])O.[Na+].S(=O)(=O)(O)O>ClCCl>[C:1]([C:3]1[CH:11]=[CH:10][C:6]([C:7]([N:12]2[CH2:19][CH2:18][CH2:17][C@H:13]2[C:14]([OH:16])=[O:15])=[O:8])=[CH:5][CH:4]=1)#[N:2] |f:2.3.4,5.6|. Reported procedure: 4.97 g of 4-cyanobenzoyl chloride, 3:45 g of L-proline and 0.73 g of tetramethylammonium sulphate: in 300 ml of dichloromethane and 150 ml of 5% sodium hydrogen carbonate solution are stirred for 48 hours. The aqueous phase is acidified With 3N sulphuric acid and extracted with ethyl acetate. The ethyl acetate phase is washed with saturated sodium chloride solution, dried and evaporated. Chromatography of the residue on silica gel (RP-18) using water gives 3.70 g of 1-(p-cyanobenzoyl)-L-proline.... Starting materials: C(C)(=O)OCC (Ethyl acetate), C(C)(=O)O.C(=N)N (Formamidine acetate), FC=1C=NC(=NC1)[C@H](C)NC1=NC=C(C(=N1)NC1=NNC(=C1)OC(C)C)[N+](=O)[O-] (N2-[(1S)-1-(5-fluoropyrimidin-2-yl)ethyl]-N4-(5-isopropoxy-1H-pyrazol-3-yl)-5-nitropyrimidine-2,4-diamine), FC=1C=NC(=NC1)[C@H](C)NC1=NC=C(C(=N1)NC1=NNC(=C1)OC(C)C)[N+](=O)[O-] (N2-[(1S)-1-(5-fluoropyrimidin-2-yl)ethyl]-N4-(5-isopropoxy-1H-pyrazol-3-yl)-5-nitropyrimidine-2,4-diamine), C(C)O (ethanol). Reagents/catalysts: [Pd] (Pd—C). Solvent: [Cl-].[Na+].O (brine). Product: FC=1C=NC(=NC1)[C@H](C)NC1=NC=C2N=CN(C2=N1)C1=NNC(=C1)OC(C)C (N-[(1S)-1-(5-Fluoropyrimidin-2-yl)ethyl]-9-(5-isopropoxy-1H-pyrazol-3-yl)-9H-purin-2-amine). Reaction SMILES: [F:1][C:2]1[CH:3]=[N:4][C:5]([C@@H:8]([NH:10][C:11]2[N:16]=[C:15]([NH:17][C:18]3[CH:22]=[C:21]([O:23][CH:24]([CH3:26])[CH3:25])[NH:20][N:19]=3)[C:14]([N+:27]([O-])=O)=[CH:13][N:12]=2)[CH3:9])=[N:6][CH:7]=1.[CH2:30](O)C.C(O)(=O)C.C(N)=N.C(OCC)(=O)C>[Cl-].[Na+].O.[Pd]>[F:1][C:2]1[CH:3]=[N:4][C:5]([C@@H:8]([NH:10][C:11]2[N:16]=[C:15]3[C:14]([N:27]=[CH:30][N:17]3[C:18]3[CH:22]=[C:21]([O:23][CH:24]([CH3:26])[CH3:25])[NH:20][N:19]=3)=[CH:13][N:12]=2)[CH3:9])=[N:6][CH:7]=1 |f:2.3,5.6.7|. Procedure: N2-[(1S)-1-(5-fluoropyrimidin-2-yl)ethyl]-N4-(5-isopropoxy-1H-pyrazol-3-yl)-5-nitropyrimidine-2,4-diamine (Intermediate 32, 0.2 g) was dissolved into ethanol (20 mL) with Pd—C (40 mg) and a hydrogen inlet. The mixture was stirred at room temperature until no starting material was detected with TLC or LCMS. Formamidine acetate (0.5 g) was added to the filtrate after the filtration of resulting mixture. The mixture was stirred at 85° C. for 4 hours. Ethyl acetate (40 mL) was added into the resulti... The reactants are C(C)OC(C(C(=O)OCC)C1=NC=C(C=C1)[N+](=O)[O-])=O (2-(5-nitro-pyridin-2-yl)-malonic acid diethyl ester), [OH-].[Na+] (sodium hydroxide). The solvent is S(O)(O)(=O)=O (sulfuric acid). Reaction conditions: temperature 100 celsius. Product: CC1=NC=C(C=C1)[N+](=O)[O-] (2-methyl-5-nitro pyridine). The yield is 85.2%. Reaction SMILES: C(OC(=O)[CH:5]([C:11]1[CH:16]=[CH:15][C:14]([N+:17]([O-:19])=[O:18])=[CH:13][N:12]=1)C(OCC)=O)C.[OH-].[Na+]>S(=O)(=O)(O)O>[CH3:5][C:11]1[CH:16]=[CH:15][C:14]([N+:17]([O-:19])=[O:18])=[CH:13][N:12]=1 |f:1.2|. Procedure details: To 2-(5-nitro-pyridin-2-yl)-malonic acid diethyl ester (12.0 g, 42.5 mmol) was added cold aq. 20% sulfuric acid (120 mL) and the mixture was heated to 100° C. for 2 h. The cooled reaction was added to cold dilute sodium hydroxide solution and the pH adjusted to pH ˜10. The organics were extracted with dichloromethane (×4), then the combined organic phases were dried over sodium sulfate. The filtrate was concentrated to afford 2-methyl-5-nitro pyridine (5.0 g, 83%) as a brown solid. Yield: 92.0%. The solvent is C(C)(C)O (isopropyl alcohol), C(C)(C)O (isopropyl alcohol). Starting materials: C(C)(C)(C)OC(=O)NC1(CN(CC12CC2)C2=C(C=C1C(C(=CN(C1=C2OC)[C@H]2[C@H](C2)F)C(=O)O)=O)F)C (7-[7-(tert-Butoxycarbonylamino)-7-methyl-5-azaspiro[2.4]heptan-5-yl]-6-fluoro-1-[(1R,2S)-2-fluorocyclopropyl]-8-methoxy-1,4-dihydro-4-oxoquinoline-3-carboxylic acid), Example 9, Cl (hydrochloric acid). RXN SMILES: C(OC([NH:8][C:9]1([CH3:37])[C:13]2([CH2:15][CH2:14]2)[CH2:12][N:11]([C:16]2[C:25]([O:26][CH3:27])=[C:24]3[C:19]([C:20](=[O:35])[C:21]([C:32]([OH:34])=[O:33])=[CH:22][N:23]3[C@@H:28]3[CH2:30][C@@H:29]3[F:31])=[CH:18][C:17]=2[F:36])[CH2:10]1)=O)(C)(C)C.[ClH:38]>C(O)(C)C>[ClH:38].[NH2:8][C:9]1([CH3:37])[C:13]2([CH2:14][CH2:15]2)[CH2:12][N:11]([C:16]2[C:25]([O:26][CH3:27])=[C:24]3[C:19]([C:20](=[O:35])[C:21]([C:32]([OH:34])=[O:33])=[CH:22][N:23]3[C@@H:28]3[CH2:30][C@@H:29]3[F:31])=[CH:18][C:17]=2[F:36])[CH2:10]1 |f:3.4|. Reaction conditions: temperature 55 celsius. Procedure details: 7-[7-(tert-Butoxycarbonylamino)-7-methyl-5-azaspiro[2.4]heptan-5-yl]-6-fluoro-1-[(1R,2S)-2-fluorocyclopropyl]-8-methoxy-1,4-dihydro-4-oxoquinoline-3-carboxylic acid in which configuration of the tert-butoxycarbonylamino group in the substituent at position 7 is the same as the one produced in Example 9 (267.2 g) was suspended in isopropyl alcohol (1.6 L), and 6N hydrochloric acid (405 mL, 2.43 mol) was added to the suspension while the suspension was stirred in an oil bath at 55° C. The mixture ... Yields the product Cl.NC1(CN(CC12CC2)C2=C(C=C1C(C(=CN(C1=C2OC)[C@H]2[C@H](C2)F)C(=O)O)=O)F)C (7-(7-Amino-7-methyl-5-azaspiro[2.4]heptan-5-yl)-6-fluoro-1-[(1R,2S)-2-fluorocyclopropyl]-8-methoxy-1,4-dihydro-4-oxoquinoline-3-carboxylic acid hydrochloride). Reactants: O=C1CCC(=O)N1Br, O=C(OOC(=O)c1ccccc1)c1ccccc1, ClC(Cl)(Cl)Cl, COc1ccccc1COCCCc1ccccc1. The product is COc1ccccc1COCCC(Br)c1ccccc1. As a reaction SMILES: [Br:1][N:2]1[C:3](=[O:4])[CH2:5][CH2:6][C:7]1=[O:8].[C:28]([O:29][O:30][C:31](=[O:32])[c:33]1[cH:34][cH:35][cH:36][cH:37][cH:38]1)(=[O:39])[c:40]1[cH:41][cH:42][cH:43][cH:44][cH:45]1.[C:46]([Cl:47])([Cl:48])([Cl:49])[Cl:50].[c:9]1([CH2:15][CH2:16][CH2:17][O:18][CH2:19][c:20]2[c:21]([O:26][CH3:27])[cH:22][cH:23][cH:24][cH:25]2)[cH:10][cH:11][cH:12][cH:13][cH:14]1>>[Br:1][CH:15]([c:9]1[cH:10][cH:11][cH:12][cH:13][cH:14]1)[CH2:16][CH2:17][O:18][CH2:19][c:20]1[c:21]([O:26][CH3:27])[cH:22][cH:23][cH:24][cH:25]1. Starting materials: CC(C)(C)OC(=O)NC12CCC3CC31CN(C(=O)OCc1ccccc1)C2, C, CO, [H][H], [Pd]. The product is CC(C)(C)OC(=O)NC12CCC3CC31CNC2. As a reaction SMILES: [C:1]([CH3:2])([CH3:3])([CH3:4])[O:5][C:6](=[O:7])[NH:8][C:9]12[CH2:10][CH2:11][CH:12]3[CH2:13][C:14]13[CH2:15][N:16]([C:18]([O:19][CH2:20][c:21]1[cH:22][cH:23][cH:24][cH:25][cH:26]1)=[O:27])[CH2:17]2.[C:30].[CH3:32][OH:33].[H:28][H:29].[Pd:31]>>[C:1]([CH3:2])([CH3:3])([CH3:4])[O:5][C:6](=[O:7])[NH:8][C:9]12[CH2:10][CH2:11][CH:12]3[CH2:13][C:14]13[CH2:15][NH:16][CH2:17]2.